Task: describe an organic reaction: reactants, conditions, products, and yield. Dataset: the Open Reaction Database (ORD), a public repository of structured organic reaction records The reactants are 550A-OH hydroxide, Cl.Cl.NC12CCC(CC1)(CC2)N (1,4-diamino-bicyclo[2.2.2]octane dihydrochloride), hydroxyl. Solvent: CO (methanol), CO (methanol). Run at time 30 minute. Yields the product NC12CCC(CC1)(CC2)N (1,4-diaminobicyclo[2.2.2]octane). Yield: 98.4%. As a reaction SMILES: Cl.Cl.[NH2:3][C:4]12[CH2:11][CH2:10][C:7]([NH2:12])([CH2:8][CH2:9]1)[CH2:6][CH2:5]2>CO>[NH2:3][C:4]12[CH2:11][CH2:10][C:7]([NH2:12])([CH2:8][CH2:9]1)[CH2:6][CH2:5]2 |f:0.1.2|. Procedure: DOWEX® 550A-OH hydroxide resin (Aldrich, 75 g) was suspended in methanol, filtered, rinsed with methanol, and partially air dried. A portion of 1,4-diamino-bicyclo[2.2.2]octane dihydrochloride (10 g, 46.8 mmol) was taken up in methanol (200 mL), then treated with the above hydroxyl resin and stirred for 30 min (making sure all white clumps were dissolved). The mixture was filtered, the resin rinsed with methanol, and the filtrate concentrated in vacuo to afford 6.46 g (98%) of 1,4-diaminobicyclo...